From a dataset of the Open Reaction Database (ORD), a public repository of structured organic reaction records. describe an organic reaction: reactants, conditions, products, and yield Starting materials: C(C)C1=NN=C2N1C(=NC(=C2)N2CCN(CC2)C)CC (3,5-diethyl-7-(4-methyl-1-piperazinyl)-1,2,4-triazolo[4,3-c]pyrimidine), C(=O)O (formic acid), C([O-])(O)=O.[Na+] (sodium bicarbonate). Run in O (water). Yields the product C(C)C1=NN2C(=NC(=CC2=N1)N1CCN(CC1)C)CC (2,5-Diethyl-7-(4-methyl-1-piperazinyl)-1,2,4-triazolo[1,5-c]pyrimidine). Reaction SMILES: [CH2:1]([C:3]1[N:7]2[C:8]([CH2:19][CH3:20])=[N:9][C:10]([N:12]3[CH2:17][CH2:16][N:15]([CH3:18])[CH2:14][CH2:13]3)=[CH:11][C:6]2=[N:5][N:4]=1)[CH3:2].C(O)=O.C(=O)(O)[O-].[Na+]>O>[CH2:1]([C:3]1[N:7]=[C:6]2[N:5]([C:8]([CH2:19][CH3:20])=[N:9][C:10]([N:12]3[CH2:17][CH2:16][N:15]([CH3:18])[CH2:14][CH2:13]3)=[CH:11]2)[N:4]=1)[CH3:2] |f:2.3|. Procedure details: A mixture of 3.3 g of 3,5-diethyl-7-(4-methyl-1-piperazinyl)-1,2,4-triazolo[4,3-c]pyrimidine and 50 ml of 97% formic acid was heated at reflux for 18 hours. The mixture was cooled and evaporated in vacuo to provide a residue which was diluted with 100 ml of water and carefully neutralized with sodium bicarbonate. The solution was extracted with chloroform. The extracts were dried and then concentrated to provide an oil which solidified and was collected by filtration, washed with water and dried... Reactants: CC(C(OC(CC)=O)OC(CC(CC(C)C)CNC(=O)OC(C)(C)C)=O)C (3-(tert-butoxycarbonylamino-methyl)-5-methyl-hexanoic acid 2-methyl-1-propionyloxy-propyl ester), FC(C(=O)O)(F)F (Trifluoroacetic acid). The solvent is C(Cl)Cl (CH2Cl2). Run at time 5 hour. Product: OC(=O)C(F)(F)F.CC(C(OC(CC)=O)OC(CC(CC(C)C)CN)=O)C (3-aminomethyl-5-methyl-hexanoic acid 2-methyl-1-propionyloxy-propyl ester TFA salt). The yield is 95.0%. RXN SMILES: [CH3:1][CH:2]([CH3:27])[CH:3]([O:9][C:10](=[O:26])[CH2:11][CH:12]([CH2:17][NH:18]C(OC(C)(C)C)=O)[CH2:13][CH:14]([CH3:16])[CH3:15])[O:4][C:5](=[O:8])[CH2:6][CH3:7].[F:28][C:29]([F:34])([F:33])[C:30]([OH:32])=[O:31]>C(Cl)Cl>[OH:32][C:30]([C:29]([F:34])([F:33])[F:28])=[O:31].[CH3:27][CH:2]([CH3:1])[CH:3]([O:9][C:10](=[O:26])[CH2:11][CH:12]([CH2:17][NH2:18])[CH2:13][CH:14]([CH3:15])[CH3:16])[O:4][C:5](=[O:8])[CH2:6][CH3:7] |f:3.4|. Procedure: Compound 18 (0.196 g, 0.51 mmol) was dissolved in CH2Cl2 (2 mL). Trifluoroacetic acid (3.25 mL) was added in an ice water bath and maintained for 30 minutes. The solution was then warmed to room temperature and stirred for 5 hours. After concentrating and drying, 3-aminomethyl-5-methyl-hexanoic acid 2-methyl-1-propionyloxy-propyl ester TFA salt 19 (0.194 g) was obtained with a yield of 95%. 1HNMR (CD3OD, 500 MHz) δ0.88-0.92 (m, 6H), 0.94 (d, J=6.5 Hz, 3H), 1.08 (t, J=7.5 Hz, 2H), 1.20-1.28 (m, 2... Reactants: BrCCCC (1-bromobutane), C1(C=CC=C1)[Mg]Cl (cyclopentadienyl magnesium chloride). Run at temperature 0 celsius, time 15 minute. Product: C(CCC)C1=CC=CC1 (butylcyclopentadiene). As a reaction SMILES: Br[CH2:2][CH2:3][CH2:4][CH3:5].[CH:6]1([Mg]Cl)[CH:10]=[CH:9][CH:8]=[CH:7]1>>[CH2:2]([C:10]1[CH2:9][CH:8]=[CH:7][CH:6]=1)[CH2:3][CH2:4][CH3:5]. Reported procedure: To 1-bromobutane (34.2 g of 99 wt %, 0.247 mol) was added cyclopentadienyl magnesium chloride (260 mL of 1 M solution in THF, 0.26 mol) at 0° C. in 25 minutes. After stirring for an additional 15 minutes at 0° C., the mixture was warmed to room temperature. After stirring overnight, the reaction was quenched with a mixture of ice and water. The mixture was extracted with pentane. The organic layer was washed with water and dried over anhydrous sodium sulfate. Removal of the solvent under vacuum ... Reactants: ClC1=CC=C(C=C1)N[C@@H]1C[C@@H](N(C2=CC=CC=C12)C(=O)C1=CC2=C(N(CCO2)C)C=C1)C ((2S,4R)-[4-(4-Chloro-phenylamino)-2-methyl-3,4-dihydro-2H-quinolin-1-yl]-(4-methyl-3,4-dihydro-2H-benzo[1,4]oxazin-7-yl)-methanone), C(C)(C)N(CC)C(C)C (diisopropylethylamine), C(C)(=O)Cl (acetyl chloride). The solvent is C(Cl)Cl (methylene chloride). Conditions: time 4 hour. The product is ClC1=CC=C(C=C1)N(C(C)=O)[C@@H]1C[C@@H](N(C2=CC=CC=C12)C(=O)C1=CC2=C(N(CCO2)C)C=C1)C ((2S,4R)-N-(4-Chloro-phenyl)-N-[2-methyl-1-(4-methyl-3,4-dihydro-2H-benzo [1,4]oxazine-7-carbonyl)-1,2,3,4-tetrahydro-quinolin-4-yl]-acetamide). As a reaction SMILES: [Cl:1][C:2]1[CH:7]=[CH:6][C:5]([NH:8][C@H:9]2[C:18]3[C:13](=[CH:14][CH:15]=[CH:16][CH:17]=3)[N:12]([C:19]([C:21]3[CH:31]=[CH:30][C:24]4[N:25]([CH3:29])[CH2:26][CH2:27][O:28][C:23]=4[CH:22]=3)=[O:20])[C@@H:11]([CH3:32])[CH2:10]2)=[CH:4][CH:3]=1.C(N(C(C)C)CC)(C)C.[C:42](Cl)(=[O:44])[CH3:43]>C(Cl)Cl>[Cl:1][C:2]1[CH:7]=[CH:6][C:5]([N:8]([C@H:9]2[C:18]3[C:13](=[CH:14][CH:15]=[CH:16][CH:17]=3)[N:12]([C:19]([C:21]3[CH:31]=[CH:30][C:24]4[N:25]([CH3:29])[CH2:26][CH2:27][O:28][C:23]=4[CH:22]=3)=[O:20])[C@@H:11]([CH3:32])[CH2:10]2)[C:42](=[O:44])[CH3:43])=[CH:4][CH:3]=1. Procedure details: To a solution of (2S,4R)-[4-(4-Chloro-phenylamino)-2-methyl-3,4-dihydro-2H-quinolin-1-yl]-(4-methyl-3,4-dihydro-2H-benzo[1,4]oxazin-7-yl)-methanone (540 mg, 1.25 mmol) in methylene chloride (5 mL) was added diisopropylethylamine (0.240 mL, 1.37 mmol) followed by acetyl chloride (2 mL). The mixture was stirred at room temperature 4 hours. The mixture was concentrated under reduced pressure, dissolved in ethyl acetate, washed with sat. aq. NaHCO3, brine and dried over magnesium sulfate, filtered, ... The reactants are ClC(C(O)O)(Cl)Cl (chloral hydrate), S(=O)(=O)([O-])[O-].[Na+].[Na+] (sodium sulfate), NC1=CC(=C(C(=O)O)C=C1)Cl (4-amino-2-chloro-benzoic acid), Cl (HCl), Cl.NO (hydroxylamine hydrochloride). Run in O (water). The product is ClC1=C(C(=O)O)C=CC(=C1)NC(C=NO)=O (2-Chloro-4-(2-hydroxyimino-acetylamino)-benzoic acid). Yield: 89.4%. RXN SMILES: Cl[C:2](Cl)(Cl)[CH:3]([OH:5])O.S([O-])([O-])(=O)=O.[Na+].[Na+].[NH2:15][C:16]1[CH:24]=[CH:23][C:19]([C:20]([OH:22])=[O:21])=[C:18]([Cl:25])[CH:17]=1.Cl.Cl.[NH2:28][OH:29]>O>[Cl:25][C:18]1[CH:17]=[C:16]([NH:15][C:3](=[O:5])[CH:2]=[N:28][OH:29])[CH:24]=[CH:23][C:19]=1[C:20]([OH:22])=[O:21] |f:1.2.3,6.7|. Reported procedure: To a solution of chloral hydrate (1.0 g, 6.00 mmol; Spectrum Quality Products, Inc., New Brunswick, N.J.) and water (80 mL) was added sodium sulfate (5 g), 4-amino-2-chloro-benzoic acid (855 mg, 4.98 mmol; Acros), concentrated aq. HCl (5 mL) and hydroxylamine hydrochloride (1.15 g, 16.5 mmol; Aldrich). It was refluxed for 20 minutes. The mixture was cooled to rt, the precipitate was filtered and washed with water. The title compound (1.08 g, 90%) was obtained as a white solid. Procedure details: The 6-chloro-7-(4-formylbenzyl)-2-(trifluoromethyl)-2H-chromene-3-carboxylic acid (Example 604 g) (210 mg, 0.49 mmole) was dissolved in MeOH:THF (1:1) (3 mL). NaBH4 (20 mg, 0.49 mmole) was added to the above solution portionwise. After stiring for 15 min, the reaction was finished. The reaction was quenched with (sat.) NH4Cl, the organic layer was extracted with EtOAc and dried over MgSO4 and filtered. The filtrate was concentrated to give the title compound as an oil, which solidify upon standi... Reaction SMILES: [Cl:1][C:2]1[CH:3]=[C:4]2[C:9](=[CH:10][C:11]=1[CH2:12][C:13]1[CH:18]=[CH:17][C:16]([CH:19]=[O:20])=[CH:15][CH:14]=1)[O:8][CH:7]([C:21]([F:24])([F:23])[F:22])[C:6]([C:25]([OH:27])=[O:26])=[CH:5]2.[BH4-].[Na+]>CO.C1COCC1>[Cl:1][C:2]1[CH:3]=[C:4]2[C:9](=[CH:10][C:11]=1[CH2:12][C:13]1[CH:14]=[CH:15][C:16]([CH2:19][OH:20])=[CH:17][CH:18]=1)[O:8][CH:7]([C:21]([F:24])([F:22])[F:23])[C:6]([C:25]([OH:27])=[O:26])=[CH:5]2 |f:1.2,3.4|. Run in CO.C1CCOC1 (MeOH THF). Run at time 15 minute. Product: ClC=1C=C2C=C(C(OC2=CC1CC1=CC=C(C=C1)CO)C(F)(F)F)C(=O)O (6-chloro-7-[4-(hydroxymethyl)benzyl]-2-(trifluoromethyl)-2H-chromene-3-carboxylic acid). The reactants are ClC=1C=C2C=C(C(OC2=CC1CC1=CC=C(C=C1)C=O)C(F)(F)F)C(=O)O (6-chloro-7-(4-formylbenzyl)-2-(trifluoromethyl)-2H-chromene-3-carboxylic acid), [BH4-].[Na+] (NaBH4). The reactants are [N+](=O)([O-])C1=CC=C(C=C1)CC1OCCO1 (2-[(4-Nitrophenyl)methyl]-1,3-Dioxolane). Solvent: CO (methanol). Conditions: time 45 minute. The product is O1C(OCC1)CC1=CC=C(C=C1)N (4-(1,3-Dioxolan-2-ylmethyl)-benzenamine). The yield is 93.2%. Reaction SMILES: [N+:1]([C:4]1[CH:9]=[CH:8][C:7]([CH2:10][CH:11]2[O:15][CH2:14][CH2:13][O:12]2)=[CH:6][CH:5]=1)([O-])=O>CO>[O:12]1[CH2:13][CH2:14][O:15][CH:11]1[CH2:10][C:7]1[CH:8]=[CH:9][C:4]([NH2:1])=[CH:5][CH:6]=1. Procedure: Compound III (231 mg), from Example 6, was dissolved in methanol (about 3 ml) and the mixture flushed with nitrogen. Pd/C (120 mg) was added to the mixture and the sides of the reaction flask were rinsed with methanol (about 2 ml). The mixture was flushed with nitrogen and then flushed with hydrogen. The reaction mixture was stirred for 45 minutes, and then filtered through Celite. The Celite was rinsed several times with methanol and the filtrate and rinses were rotoevaporated to yield 184.4 mg... The reactants are CN(C)c1ccncc1, Cc1ccccc1, CCOC(C)=O, CCN(C(C)C)C(C)C, CC(O)(CO)Cn1cc([N+](=O)[O-])nc1Cl, CC(C)(C)OC(=O)N1CCN(C(=O)Cl)CC1. The product is CC(O)(COC(=O)N1CCN(C(=O)OC(C)(C)C)CC1)Cn1cc([N+](=O)[O-])nc1Cl. As a reaction SMILES: [CH3:41][N:42]([CH3:43])[c:44]1[cH:45][cH:46][n:47][cH:48][cH:49]1.[CH3:50][c:51]1[cH:52][cH:53][cH:54][cH:55][cH:56]1.[CH3:57][CH2:58][O:59][C:60](=[O:61])[CH3:62].[CH:16]([N:17]([CH2:18][CH3:19])[CH:20]([CH3:21])[CH3:22])([CH3:23])[CH3:24].[Cl:1][c:2]1[n:3]([CH2:10][C:11]([CH2:12][OH:13])([CH3:14])[OH:15])[cH:4][c:5]([N+:7](=[O:8])[O-:9])[n:6]1.[Cl:25][C:26](=[O:27])[N:28]1[CH2:29][CH2:30][N:31]([C:34](=[O:35])[O:36][C:37]([CH3:38])([CH3:39])[CH3:40])[CH2:32][CH2:33]1>>[Cl:1][c:2]1[n:3]([CH2:10][C:11]([CH2:12][O:13][C:26](=[O:27])[N:28]2[CH2:29][CH2:30][N:31]([C:34](=[O:35])[O:36][C:37]([CH3:38])([CH3:39])[CH3:40])[CH2:32][CH2:33]2)([CH3:14])[OH:15])[cH:4][c:5]([N+:7](=[O:8])[O-:9])[n:6]1. The solvent is C(C)(=O)OCC.CO (ethyl acetate methanol). Yields the product ClC1=CC=C(C=C1)C(CCN(C)CCCCNC(=O)NCCSCC=1N=CNC1C)C1=NC=CC=C1 (N-[4-[N-[3-(4-chlorophenyl)-3-(2-pyridyl)propyl]-N-methylamino]butyl]-N'-[2-[[(5-methylimidazol-4-yl)methyl]thio]ethyl]urea). Starting materials: ClC1=CC=C(C=C1)C(CCN(CCCCN)C)C1=NC=CC=C1 (N-[3-(4-chlorophenyl)-3-(2-pyridyl)propyl]-N-methyl-1,4-butanediamine), C(=O)(N1C=NC=C1)N1C=NC=C1 (1,1'-carbonyldiimidazole), CC1=C(N=CN1)CSCCN (2-[[(5-methylimidazol-4-yl)methyl]thio]ethaneamine). As a reaction SMILES: [Cl:1][C:2]1[CH:7]=[CH:6][C:5]([CH:8]([C:18]2[CH:23]=[CH:22][CH:21]=[CH:20][N:19]=2)[CH2:9][CH2:10][N:11]([CH3:17])[CH2:12][CH2:13][CH2:14][CH2:15][NH2:16])=[CH:4][CH:3]=1.[C:24](N1C=CN=C1)(N1C=CN=C1)=[O:25].[CH3:36][C:37]1[NH:41][CH:40]=[N:39][C:38]=1[CH2:42][S:43][CH2:44][CH2:45][NH2:46]>C(OCC)(=O)C.CO>[Cl:1][C:2]1[CH:3]=[CH:4][C:5]([CH:8]([C:18]2[CH:23]=[CH:22][CH:21]=[CH:20][N:19]=2)[CH2:9][CH2:10][N:11]([CH2:12][CH2:13][CH2:14][CH2:15][NH:16][C:24]([NH:46][CH2:45][CH2:44][S:43][CH2:42][C:38]2[N:39]=[CH:40][NH:41][C:37]=2[CH3:36])=[O:25])[CH3:17])=[CH:6][CH:7]=1 |f:3.4|. Reported procedure: Preparation is effected analogously to Example 63, using 0.8 g (2.4 mmol) of N-[3-(4-chlorophenyl)-3-(2-pyridyl)propyl]-N-methyl-1,4-butanediamine, an equimolar amount of 1,1'-carbonyldiimidazole and 0.5 g (2.9 mmol) of 2-[[(5-methylimidazol-4-yl)methyl]thio]ethaneamine [R. W. Brimblecombe et al., J. Int. Med. Res. 3, 86 (1975)] as starting materials. Working up by chromatography (eluant: ethyl acetate/methanol 9+1) analogously to Example 63 yields the purified title compound in the form of a cr...